From a dataset of the Open Reaction Database (ORD), a public repository of structured organic reaction records. describe an organic reaction: reactants, conditions, products, and yield RXN SMILES: [NH2:1][CH2:2][C:3]([OH:5])=[O:4].[C:6](Cl)(=[O:13])[CH2:7][CH2:8][CH2:9][CH2:10][CH2:11][CH3:12].[OH-].[Na+]>O.CCOCC>[C:6]([NH:1][CH2:2][C:3]([OH:5])=[O:4])(=[O:13])[CH2:7][CH2:8][CH2:9][CH2:10][CH2:11][CH3:12] |f:2.3|. The reactants are NCC(=O)O (Glycine), C(CCCCCC)(=O)Cl (heptanoyl chloride), [OH-].[Na+] (NaOH). Procedure: Glycine (1.5 g, 20 mmol) and heptanoyl chloride (22 mmol) were reacted in the presence of NaOH (40 mmol) in a mixture of water and ether using the method described in Example 5. The crude product was recrystallized from EtOAc (30 ml) to give title compound (2.71 g, 72%), m.p. 98°-100° C. Yield: 72.4%. The solvent is O (water), CCOCC (ether). The product is C(CCCCCC)(=O)NCC(=O)O (2-(Heptanoylamino)acetic acid).